Dataset: the Open Reaction Database (ORD), a public repository of structured organic reaction records. Task: describe an organic reaction: reactants, conditions, products, and yield Procedure details: At t=−30, vehicle, or amylin ±AC-0253 was begun. Amylin dose rates were 50, 100 and 300 pmol/kg/min. Dose rates of AC-0253 were 500 and 1500 pmol/kg/min. 25% glucose (1 gm/kg) was administered by mouth at t=0 minutes. Amylin±AC-0253 was discontinued at t=120 minutes. Samples for insulin, glucose and lactate were obtained at 15 minute intervals from t=−45 to t=180 minutes. Samples for rat amylin and AC-0253 were taken at t=60 and 120 minutes. Product: O=C[C@H](O)[C@@H](O)[C@H](O)[C@H](O)CO (glucose), C(C(O)C)(=O)[O-] (lactate). Starting materials: O=C[C@H](O)[C@@H](O)[C@H](O)[C@H](O)CO (glucose), AC-0253, AC-0253, CC[C@H](C)[C@@H](C(=O)N[C@@H](CC(C)C)C(=O)N[C@@H](CO)C(=O)N[C@@H](CO)C(=O)N[C@@H]([C@@H](C)O)C(=O)N[C@@H](CC(=O)N)C(=O)N[C@@H](C(C)C)C(=O)NCC(=O)N[C@@H](CO)C(=O)N[C@@H](CC(=O)N)C(=O)N[C@@H]([C@@H](C)O)C(=O)N[C@@H](CC=1C=CC(=CC1)O)C(=O)O)NC(=O)[C@H](C)NC(=O)CNC(=O)[C@H](CC=2C=CC=CC2)NC(=O)[C@H](CC(=O)N)NC(=O)[C@H](CC(=O)N)NC(=O)[C@H](CO)NC(=O)[C@H](CO)NC(=O)[C@H](CC3=CN=CN3)NC(=O)[C@H](C(C)C)NC(=O)[C@H](CC(C)C)NC(=O)[C@H](CC=4C=CC=CC4)NC(=O)[C@H](CC(=O)N)NC(=O)[C@H](C)NC(=O)[C@H](CC(C)C)NC(=O)[C@H](CCCNC(=N)N)NC(=O)[C@H](CCC(=O)N)NC(=O)[C@H]([C@@H](C)O)NC(=O)[C@H](C)NC(=O)[C@@H]5CSSC[C@@H](C(=O)N[C@@H](C(=O)N[C@H](C(=O)N[C@H](C(=O)N[C@H](C(=O)N5)[C@@H](C)O)C)[C@@H](C)O)CC(=O)N)NC(=O)[C@H](CCCCN)N (amylin), CC[C@H](C)[C@@H](C(=O)N[C@@H](CC(C)C)C(=O)N[C@@H](CO)C(=O)N[C@@H](CO)C(=O)N[C@@H]([C@@H](C)O)C(=O)N[C@@H](CC(=O)N)C(=O)N[C@@H](C(C)C)C(=O)NCC(=O)N[C@@H](CO)C(=O)N[C@@H](CC(=O)N)C(=O)N[C@@H]([C@@H](C)O)C(=O)N[C@@H](CC=1C=CC(=CC1)O)C(=O)O)NC(=O)[C@H](C)NC(=O)CNC(=O)[C@H](CC=2C=CC=CC2)NC(=O)[C@H](CC(=O)N)NC(=O)[C@H](CC(=O)N)NC(=O)[C@H](CO)NC(=O)[C@H](CO)NC(=O)[C@H](CC3=CN=CN3)NC(=O)[C@H](C(C)C)NC(=O)[C@H](CC(C)C)NC(=O)[C@H](CC=4C=CC=CC4)NC(=O)[C@H](CC(=O)N)NC(=O)[C@H](C)NC(=O)[C@H](CC(C)C)NC(=O)[C@H](CCCNC(=N)N)NC(=O)[C@H](CCC(=O)N)NC(=O)[C@H]([C@@H](C)O)NC(=O)[C@H](C)NC(=O)[C@@H]5CSSC[C@@H](C(=O)N[C@@H](C(=O)N[C@H](C(=O)N[C@H](C(=O)N[C@H](C(=O)N5)[C@@H](C)O)C)[C@@H](C)O)CC(=O)N)NC(=O)[C@H](CCCCN)N (Amylin), CC[C@H](C)[C@@H](C(=O)N[C@@H](CC(C)C)C(=O)N[C@@H](CO)C(=O)N[C@@H](CO)C(=O)N[C@@H]([C@@H](C)O)C(=O)N[C@@H](CC(=O)N)C(=O)N[C@@H](C(C)C)C(=O)NCC(=O)N[C@@H](CO)C(=O)N[C@@H](CC(=O)N)C(=O)N[C@@H]([C@@H](C)O)C(=O)N[C@@H](CC=1C=CC(=CC1)O)C(=O)O)NC(=O)[C@H](C)NC(=O)CNC(=O)[C@H](CC=2C=CC=CC2)NC(=O)[C@H](CC(=O)N)NC(=O)[C@H](CC(=O)N)NC(=O)[C@H](CO)NC(=O)[C@H](CO)NC(=O)[C@H](CC3=CN=CN3)NC(=O)[C@H](C(C)C)NC(=O)[C@H](CC(C)C)NC(=O)[C@H](CC=4C=CC=CC4)NC(=O)[C@H](CC(=O)N)NC(=O)[C@H](C)NC(=O)[C@H](CC(C)C)NC(=O)[C@H](CCCNC(=N)N)NC(=O)[C@H](CCC(=O)N)NC(=O)[C@H]([C@@H](C)O)NC(=O)[C@H](C)NC(=O)[C@@H]5CSSC[C@@H](C(=O)N[C@@H](C(=O)N[C@H](C(=O)N[C@H](C(=O)N[C@H](C(=O)N5)[C@@H](C)O)C)[C@@H](C)O)CC(=O)N)NC(=O)[C@H](CCCCN)N (Amylin). As a reaction SMILES: CC[C@@H]([C@H](NC([C@@H](NC(CNC([C@@H](NC([C@@H](NC([C@@H](NC([C@@H](NC([C@@H](NC([C@@H](NC([C@@H](NC([C@@H](NC([C@@H](NC([C@@H](NC([C@@H](NC([C@@H](NC([C@@H](NC([C@@H](NC([C@@H](NC([C@@H](NC([C@H]1NC(=O)[C@H]([C@H](O)C)NC(=O)[C@H](C)NC(=O)[C@H]([C@H](O)C)NC(=O)[C@@H](CC(N)=O)NC(=O)[C@@H](NC([C@@H](N)CCCCN)=O)CSSC1)=O)C)=O)[C@H](O)C)=O)CCC(N)=O)=O)CCCNC(N)=N)=O)CC(C)C)=O)C)=O)CC(N)=O)=O)CC1C=CC=CC=1)=O)CC(C)C)=O)C(C)C)=O)CC1NC=NC=1)=O)CO)=O)CO)=O)CC(N)=O)=O)CC(N)=O)=O)CC1C=CC=CC=1)=O)=O)C)=O)C(N[C@H](C(N[C@H](C(N[C@H](C(N[C@H](C(N[C@H](C(N[C@H](C(NCC(N[C@H](C(N[C@H](C(N[C@H](C(N[C@H:76]([C:85]([OH:87])=[O:86])[CH2:77]C1C=CC(O)=CC=1)=O)[C@H](O)C)=O)CC(N)=O)=O)CO)=O)=O)C(C)C)=O)CC(N)=O)=O)[C@H](O)C)=O)CO)=O)CO)=O)CC(C)C)=O)C.[O:274]=[CH:275][C@@H:276]([C@H:278]([C@@H:280]([C@@H:282]([CH2:284][OH:285])[OH:283])[OH:281])[OH:279])[OH:277]>>[O:274]=[CH:275][C@@H:276]([C@H:278]([C@@H:280]([C@@H:282]([CH2:284][OH:285])[OH:283])[OH:281])[OH:279])[OH:277].[C:85]([O-:87])(=[O:86])[CH:76]([CH3:77])[OH:274]. The reactants are [Cl-].[Na+] (sodium chloride), C(#N)C1=CN(C=C1C(=O)OC)CC#C (methyl 3-cyano-1-(2-propynyl)-1H-pyrrole-4-carboxylate), O1CCCC1 (tetrahydrofuran), [BH4-].[Li+] (lithium borohydride). Solvent: O (water). Run at temperature 20 celsius, time 30 minute. Yields the product OCC=1C(=CN(C1)CC#C)C#N (4-hydroxymethyl-1-(2-propynyl)-1H-pyrrole-3-carbonitrile). Isolated yield 40.1%. Reaction SMILES: [C:1]([C:3]1[C:7]([C:8](OC)=[O:9])=[CH:6][N:5]([CH2:12][C:13]#[CH:14])[CH:4]=1)#[N:2].O1CCCC1.[BH4-].[Li+].[Cl-].[Na+]>O>[OH:9][CH2:8][C:7]1[C:3]([C:1]#[N:2])=[CH:4][N:5]([CH2:12][C:13]#[CH:14])[CH:6]=1 |f:2.3,4.5|. Procedure: 3.90 g of methyl 3-cyano-1-(2-propynyl)-1H-pyrrole-4-carboxylate, 35 ml of tetrahydrofuran, 11 ml of water and 1.556 g of lithium borohydride were mixed together and stirred for 3 hours 30 minutes at 20° C. The reaction mixture was poured into a saturated aqueous solution of sodium chloride with stirring and was extracted with ethyl acetate. The extracts were concentrated to dryness by distilling under reduced pressure and the residue was chromatographed over silica. Elution with a mixture of he... Reactants: Cl.COC([C@@H](N)CC1=CC=C(C=C1)OCC1=C(C=CC=C1Cl)Cl)=O (O-(2,6dichlorobenzyl)-L-tyrosine methyl ester hydrochloride), SC1=C(C(=O)O)C=CC=N1 (2-mercaptonicotinic acid), CN1CCOCC1 (NMM). Solvent: CN(C)C=O (DMF). The product is COC([C@@H](NC(C1=C(N=CC=C1)S)=O)CC1=CC=C(C=C1)OCC1=C(C=CC=C1Cl)Cl)=O (2-Mercaptonicotinoyl-O-(2.6-dichlorobenzyl)-L-tyrosine methyl ester). The yield is 92.8%. Reaction SMILES: Cl.[CH3:2][O:3][C:4](=[O:24])[C@H:5]([CH2:7][C:8]1[CH:13]=[CH:12][C:11]([O:14][CH2:15][C:16]2[C:21]([Cl:22])=[CH:20][CH:19]=[CH:18][C:17]=2[Cl:23])=[CH:10][CH:9]=1)[NH2:6].[SH:25][C:26]1[N:34]=[CH:33][CH:32]=[CH:31][C:27]=1[C:28](O)=[O:29].CN1CCOCC1>CN(C=O)C>[CH3:2][O:3][C:4](=[O:24])[C@H:5]([CH2:7][C:8]1[CH:9]=[CH:10][C:11]([O:14][CH2:15][C:16]2[C:21]([Cl:22])=[CH:20][CH:19]=[CH:18][C:17]=2[Cl:23])=[CH:12][CH:13]=1)[NH:6][C:28](=[O:29])[C:27]1[CH:31]=[CH:32][CH:33]=[N:34][C:26]=1[SH:25] |f:0.1|. Procedure: A solution of O-(2,6dichlorobenzyl)-L-tyrosine methyl ester hydrochloride (2.50 g, 6.4 mmol), 2-mercaptonicotinic acid (0.99 g, 6.4 mmol) and NMM (1.41 ml, 1.29 g, 12.8 mmol) in DMF (10 ml) was stirred at room temperature for 64 h. Solvent was removed in vacuo and the residue partitioned between DCM (30 ml) and water (25 ml). The aqueous layer was extracted with DCM (30 ml) and the combined organic layers were washed with 10% NaHCO3 solution (30 ml), dried over MgSO4 and the solvent removed in v... Starting materials: O=C1CCC(=O)N1Br, ClC(Cl)(Cl)Cl, CCOC(=O)c1ccc2c(C3CCCCC3)cn(CCOCc3ccccc3)c2n1. The product is CCOC(=O)c1ccc2c(C3CCCCC3)c(Br)n(CCOCc3ccccc3)c2n1. RXN SMILES: [Br:31][N:32]1[C:33](=[O:34])[CH2:35][CH2:36][C:37]1=[O:38].[C:39]([Cl:40])([Cl:41])([Cl:42])[Cl:43].[CH2:1]([c:2]1[cH:3][cH:4][cH:5][cH:6][cH:7]1)[O:8][CH2:9][CH2:10][n:11]1[cH:12][c:13]([CH:25]2[CH2:26][CH2:27][CH2:28][CH2:29][CH2:30]2)[c:14]2[c:15]1[n:16][c:17]([C:20](=[O:21])[O:22][CH2:23][CH3:24])[cH:18][cH:19]2>>[CH2:1]([c:2]1[cH:3][cH:4][cH:5][cH:6][cH:7]1)[O:8][CH2:9][CH2:10][n:11]1[c:12]([Br:31])[c:13]([CH:25]2[CH2:26][CH2:27][CH2:28][CH2:29][CH2:30]2)[c:14]2[c:15]1[n:16][c:17]([C:20](=[O:21])[O:22][CH2:23][CH3:24])[cH:18][cH:19]2. Reactants: CN(C)C=O (DMF), IC1=NNC2=NC=CC=C21 (3-iodo-1H-pyrazolo[3,4-b]pyridine). The reagents and catalysts are [C-]#N.[Zn+2].[C-]#N (zinc cyanide), C1(=CC=CC=C1)P([C-]1C=CC=C1)C1=CC=CC=C1.[C-]1(C=CC=C1)P(C1=CC=CC=C1)C1=CC=CC=C1.[Fe+2] (1,1′-bis(diphenylphosphino)ferrocene), C=1C=CC(=CC1)/C=C/C(=O)/C=C/C2=CC=CC=C2.C=1C=CC(=CC1)/C=C/C(=O)/C=C/C2=CC=CC=C2.C=1C=CC(=CC1)/C=C/C(=O)/C=C/C2=CC=CC=C2.[Pd].[Pd] (tris(dibenzylideneacetone)dipalladium). Product: N1N=C(C=2C1=NC=CC2)C#N (1H-pyrazolo[3,4-b]pyridine-3-carbonitrile). Reaction SMILES: [CH3:1][N:2](C=O)C.I[C:7]1[C:15]2[C:10](=[N:11][CH:12]=[CH:13][CH:14]=2)[NH:9][N:8]=1>O.[C-]#N.[Zn+2].[C-]#N.C1(P(C2C=CC=CC=2)[C-]2C=CC=C2)C=CC=CC=1.[C-]1(P(C2C=CC=CC=2)C2C=CC=CC=2)C=CC=C1.[Fe+2].C1C=CC(/C=C/C(/C=C/C2C=CC=CC=2)=O)=CC=1.C1C=CC(/C=C/C(/C=C/C2C=CC=CC=2)=O)=CC=1.C1C=CC(/C=C/C(/C=C/C2C=CC=CC=2)=O)=CC=1.[Pd].[Pd]>[NH:9]1[C:10]2=[N:11][CH:12]=[CH:13][CH:14]=[C:15]2[C:7]([C:1]#[N:2])=[N:8]1 |f:3.4.5,6.7.8,9.10.11.12.13|. Conditions: temperature 120 celsius. Procedure details: A DMF (180 mL) solution containing the intermediate from Step B above (24.1 g, 98 mmol), zinc cyanide (6.93 g, 59.0 mmol), 1,1′-bis(diphenylphosphino)ferrocene (4.36 g, 7.87 mmol) and tris(dibenzylideneacetone)dipalladium (3.60 g, 3.93 mmol) was heated at 120° C. for 1.5 hours. The solution was cooled to room temperature and diluted with water. The precipitated product was collected and dried under vacuum with a nitrogen sweep to give the title compound. 1H NMR (400 MHz, CH3CN-d3): δ 12.42 (s, 1... Run in O (water). Starting materials: C(C)(=O)C1OC(=CCC1)C (2-acetyl-3,4-dihydro-6-methyl-2H-pyran), [BH4-].[Na+] (sodium borohydride), CC(=O)C (acetone). Run in O (water), C([O-])([O-])=O.[K+].[K+] (potassium carbonate), C(C)O (ethyl alcohol), C(C)O (ethyl alcohol), O (water). Run at time 30 minute. Yields the product OC(C)C1OC(=CCC1)C (2-(1-hydroxyethyl)-3,4-dihydro-6-methyl-2H-pyran). As a reaction SMILES: [C:1]([CH:4]1[CH2:9][CH2:8][CH:7]=[C:6]([CH3:10])[O:5]1)(=[O:3])[CH3:2].[BH4-].[Na+].CC(C)=O>C(O)C.O.C(=O)([O-])[O-].[K+].[K+]>[OH:3][CH:1]([CH:4]1[CH2:9][CH2:8][CH:7]=[C:6]([CH3:10])[O:5]1)[CH3:2] |f:1.2,6.7.8|. Procedure details: A solution of 20.00 g of 16A in 40 ml of ethyl alcohol was added drop by drop to a solution of 2.71 g of sodium borohydride in 130 ml of ethyl alcohol and 65 ml of water, at 19°-23° C. After 30 minutes, 40 ml of acetone was added drop by drop. After 5 additional minutes, the reaction mixture was diluted with an equal volume of water, saturated with potassium carbonate, and extracted with ether. The extract was washed with saturated sodium chloride solution, dried (Na2SO4) and stripped of solvent...